The task is: describe an organic reaction: reactants, conditions, products, and yield. This data is from the Open Reaction Database (ORD), a public repository of structured organic reaction records. Reactants: N#CC1CC(F)CN1C(=O)CNC12CCC(C(=O)O)(CC1)CC2, Cc1ccc(N)c(C)c1. Yields the product Cc1ccc(NC(=O)C23CCC(NCC(=O)N4CC(F)CC4C#N)(CC2)CC3)c(C)c1. As a reaction SMILES: [C:1](=[O:2])([OH:3])[C:4]12[CH2:5][CH2:6][C:7]([NH:12][CH2:13][C:14](=[O:15])[N:16]3[CH:17]([C:22]#[N:23])[CH2:18][CH:19]([F:21])[CH2:20]3)([CH2:8][CH2:9]1)[CH2:10][CH2:11]2.[CH3:24][c:25]1[cH:26][cH:27][c:28]([NH2:29])[c:30]([CH3:31])[cH:32]1>>[C:1](=[O:2])([C:4]12[CH2:5][CH2:6][C:7]([NH:12][CH2:13][C:14](=[O:15])[N:16]3[CH:17]([C:22]#[N:23])[CH2:18][CH:19]([F:21])[CH2:20]3)([CH2:8][CH2:9]1)[CH2:10][CH2:11]2)[NH:29][c:28]1[cH:27][cH:26][c:25]([CH3:24])[cH:32][c:30]1[CH3:31].